This data is from the Open Reaction Database (ORD), a public repository of structured organic reaction records. The task is: describe an organic reaction: reactants, conditions, products, and yield The reactants are BrC1=CC2=C(CC(N(N=C2C2=CC=C(C=C2)[N+](=O)[O-])C(=O)OCC)C)C=C1 (8-bromo-3-ethoxycarbonyl-4-methyl-1-(4-nitrophenyl)-4,5-dihydro-3H-2,3-benzodiazepine), [OH-].[Na+] (sodium hydroxide). Solvent: O (water), CO (methanol). Yields the product BrC1=CC2=C(CC(NN=C2C2=CC=C(C=C2)[N+](=O)[O-])C)C=C1 (8-Bromo-4-methyl-1-(4-nitrophenyl)-4,5-dihydro-3H-2,3-benzodiazepine). Yield: 92.3%. RXN SMILES: [Br:1][C:2]1[CH:27]=[CH:26][C:5]2[CH2:6][CH:7]([CH3:25])[N:8](C(OCC)=O)[N:9]=[C:10]([C:11]3[CH:16]=[CH:15][C:14]([N+:17]([O-:19])=[O:18])=[CH:13][CH:12]=3)[C:4]=2[CH:3]=1.[OH-].[Na+]>CO.O>[Br:1][C:2]1[CH:27]=[CH:26][C:5]2[CH2:6][CH:7]([CH3:25])[NH:8][N:9]=[C:10]([C:11]3[CH:12]=[CH:13][C:14]([N+:17]([O-:19])=[O:18])=[CH:15][CH:16]=3)[C:4]=2[CH:3]=1 |f:1.2|. Procedure details: 5.20 g (12 mmoles) of 8-bromo-3-ethoxycarbonyl-4-methyl-1-(4-nitrophenyl)-4,5-dihydro-3H-2,3-benzodiazepine (prepared in Example 32) are boiled in 104 ml of methanol with 6 ml of 10N sodium hydroxide solution for 2 hours. After cooling, the reaction mixture is diluted with 104 ml of water, and the precipitated crystals are filtered. Thus, 3.99 g (92%) of the title compound are obtained. M.p.: 125°-130° C.